describe an organic reaction: reactants, conditions, products, and yield From a dataset of the Open Reaction Database (ORD), a public repository of structured organic reaction records. Starting materials: NC=1C=C2C=CN=C(C2=CC1)OC (6-amino-1-methoxyisoquinoline), [N+](=O)([O-])C1=CC=C(C=C1)S(=O)(=O)Cl (4-nitrobenzenesulfonyl chloride), CS(=O)(=O)Cl (methanesulfonyl chloride). The solvent is N1=CC=CC=C1 (pyridine), [Cl-].[Na+].O (Brine). Conditions: time 4 hour. The product is CS(=O)(=O)NC1=CC=C(C=C1)S(=O)(=O)NC=1C=C2C=CN=C(C2=CC1)OC (6-(4-Methanesulfonylaminobenzenesulfonylamino)-1-methoxyisoquinoline). Reaction SMILES: [NH2:1][C:2]1[CH:3]=[C:4]2[C:9](=[CH:10][CH:11]=1)[C:8]([O:12][CH3:13])=[N:7][CH:6]=[CH:5]2.[N+:14]([C:17]1[CH:22]=[CH:21][C:20]([S:23](Cl)(=[O:25])=[O:24])=[CH:19][CH:18]=1)([O-])=O.[CH3:27][S:28](Cl)(=[O:30])=[O:29]>N1C=CC=CC=1.[Cl-].[Na+].O>[CH3:27][S:28]([NH:14][C:17]1[CH:22]=[CH:21][C:20]([S:23]([NH:1][C:2]2[CH:3]=[C:4]3[C:9](=[CH:10][CH:11]=2)[C:8]([O:12][CH3:13])=[N:7][CH:6]=[CH:5]3)(=[O:25])=[O:24])=[CH:19][CH:18]=1)(=[O:30])=[O:29] |f:4.5.6|. Reported procedure: The nitro group of the compound synthesized in the same manner as in Example 1, except using 6-amino-1-methoxyisoquinoline (Preparation Example 43) and 4-nitrobenzenesulfonyl chloride was reduced in the same manner as in Preparation Example 170. The resulting compound was dissolved in pyridine, and under ice-cooling, methanesulfonyl chloride was added thereto, followed by stirring as it was for 4 hours. Brine was added thereto, followed by extracting with ethyl acetate, The extract was washed wi... Reactants: [H-].[Al+3].[Li+].[H-].[H-].[H-] (lithium aluminum hydride), C1(CCCCC1)(CC(=O)O)CC(=O)O (1,1-cyclohexanediacetic acid), [OH-].[Na+] (sodium hydroxide). The solvent is O (water), O1CCCC1 (tetrahydrofuran), C(C)OCC (Diethyl ether), O1CCCC1 (tetrahydrofuran), O (water). Reaction conditions: time 5 minute. Yields the product OCCC1(CCCCC1)CCO (2-[1-(2-Hydroxyethyl)cyclohexyl]ethanol). Isolated yield 84.0%. As a reaction SMILES: [H-].[Al+3].[Li+].[H-].[H-].[H-].[C:7]1([CH2:17][C:18](O)=[O:19])([CH2:13][C:14](O)=[O:15])[CH2:12][CH2:11][CH2:10][CH2:9][CH2:8]1.[OH-].[Na+]>O1CCCC1.O.C(OCC)C>[OH:15][CH2:14][CH2:13][C:7]1([CH2:17][CH2:18][OH:19])[CH2:8][CH2:9][CH2:10][CH2:11][CH2:12]1 |f:0.1.2.3.4.5,7.8|. Procedure: After suspending lithium aluminum hydride (11.4 g, 0.300 mol) in tetrahydrofuran (300 mL), a solution of 1,1-cyclohexanediacetic acid (30.0 g, 0.150 mol) in tetrahydrofuran (200 mL) was added dropwise at room temperature. After completion of the dropwise addition, the mixture was stirred for 5 minutes while cooling on ice, and then water (11.5 mL) was added dropwise over a period of 5 minutes while cooling on ice. After stirring for 10 minutes, 15% aqueous sodium hydroxide (11.5 mL) was added dr... The reactants are COC(CCC1=CC(=CC=C1)CNCC1=CC=C(C=C1)C=1SC=CN1)=O (3-{3-[(4-thiazol-2-yl-benzylamino)-methyl]-phenyl}-propionic acid methyl ester), ClC1=CC=C(C=C1)S(=O)(=O)Cl (4-chlorobenzenesulfonyl chloride). The solvent is C(C)N(CC)CC (triethylamine). The product is COC(CCC1=CC(=CC=C1)CN(CC1=CC=C(C=C1)C=1SC=CN1)S(=O)(=O)C1=CC=C(C=C1)Cl)=O (3-(3-{[(4-Chloro-benzenesulfonyl)-(4-thiazol-2-yl-benzyl)-amino]-methyl}-phenyl)-propionic acid methyl ester). Reaction SMILES: [CH3:1][O:2][C:3](=[O:26])[CH2:4][CH2:5][C:6]1[CH:11]=[CH:10][CH:9]=[C:8]([CH2:12][NH:13][CH2:14][C:15]2[CH:20]=[CH:19][C:18]([C:21]3[S:22][CH:23]=[CH:24][N:25]=3)=[CH:17][CH:16]=2)[CH:7]=1.[Cl:27][C:28]1[CH:33]=[CH:32][C:31]([S:34](Cl)(=[O:36])=[O:35])=[CH:30][CH:29]=1>C(N(CC)CC)C>[CH3:1][O:2][C:3](=[O:26])[CH2:4][CH2:5][C:6]1[CH:11]=[CH:10][CH:9]=[C:8]([CH2:12][N:13]([S:34]([C:31]2[CH:32]=[CH:33][C:28]([Cl:27])=[CH:29][CH:30]=2)(=[O:36])=[O:35])[CH2:14][C:15]2[CH:20]=[CH:19][C:18]([C:21]3[S:22][CH:23]=[CH:24][N:25]=3)=[CH:17][CH:16]=2)[CH:7]=1. Reported procedure: The title compound of Step A was prepared following the method described in Step B of Example 1 from 3-{3-[(4-thiazol-2-yl-benzylamino)-methyl]-phenyl}-propionic acid methyl ester, prepared in Step A of Example 11e, and 4-chlorobenzenesulfonyl chloride using triethylamine in place of N,N-diisopropylethylamine. 1H NMR (400 MHz, CDCl3) δ 7.85 (d, 1H), 7.81 (d, 2H), 7.77 (d, 2H), 7.48 (d, 2H), 7.32 (d, 1H), 7.12 (m, 3H), 7.04 (d, 1H), 6.88 (d, 1H), 6.80 (s, 1H), 4.33 (s, 2H), 4.30 (s, 2H), 3.64 (s,... The reactants are C(C)(C)(C)OC(=O)[C@H](C(=O)O)[C@H](CO[Si](C)(C)C(C)(C)C)C1=CC=C(C=C1)C(F)(F)F ((2S,3S)-2-(tert-butoxycarbonyl)-4-(tert-butyldimethylsilyloxy)-3-(4-(trifluoromethyl)phenyl)butanoic acid), CCN=C=NCCCN(C)C (EDCI), C=1C=CC2=C(C1)N=NN2O (HOBt), ClC1=C2C(=CN=C1)SC(=C2)C(=O)O (4-chlorothieno[2,3-c]pyridine-2-carboxylic acid), C1=NC=CC2=CC(=CC=C12)C1=NN=C(S1)N (5-(isoquinolin-6-yl)-1,3,4-thiadiazol-2-amine), C1=NC=CC2=CC(=CC=C12)C(=O)O (isoquinoline-6-carboxylic acid). The solvent is CN(C)C=O (DMF). Conditions: time 10 minute. Yields the product C1=NC=CC2=CC(=CC=C12)C1=NN=C(S1)N (5-(isoquinolin-6-yl)-1,3,4-thiadiazol-2-amine), [Si](C)(C)(C(C)(C)C)OC[C@H]([C@@H](C(=O)NC=1SC(=NN1)C=1C=C2C=CN=CC2=CC1)NC(OC(C)(C)C)=O)C1=CC=C(C=C1)C(F)(F)F (tert-butyl (2S,3S)-4-(tert-butyldimethylsilyloxy)-1-(5-(isoquinolin-6-yl)-1,3,4-thiadiazol-2-ylamino)-1-oxo-3-(4-trifluoromethylphenyl)butan-2-ylcarbamate). Isolated yield 54.0%. RXN SMILES: C(OC([C@@H:8]([C@@H:12]([C:22]1[CH:27]=[CH:26][C:25]([C:28]([F:31])([F:30])[F:29])=[CH:24][CH:23]=1)[CH2:13][O:14][Si:15]([C:18]([CH3:21])([CH3:20])[CH3:19])([CH3:17])[CH3:16])[C:9]([OH:11])=O)=O)(C)(C)C.CC[N:34]=C=NCCCN(C)C.C1C=CC2N(O)N=NC=2C=1.[CH:53]1[C:62]2[C:57](=[CH:58][C:59]([C:63]3[S:67][C:66]([NH2:68])=[N:65][N:64]=3)=[CH:60][CH:61]=2)[CH:56]=[CH:55][N:54]=1.[CH:69]1[C:78]2[C:73](=CC(C(O)=O)=C[CH:77]=2)C=CN=1.ClC1C=NC=C2SC([C:92]([OH:94])=[O:93])=CC=12>CN(C=O)C>[CH:53]1[C:62]2[C:57](=[CH:58][C:59]([C:63]3[S:67][C:66]([NH2:68])=[N:65][N:64]=3)=[CH:60][CH:61]=2)[CH:56]=[CH:55][N:54]=1.[Si:15]([O:14][CH2:13][C@@H:12]([C:22]1[CH:23]=[CH:24][C:25]([C:28]([F:30])([F:31])[F:29])=[CH:26][CH:27]=1)[C@H:8]([NH:34][C:92](=[O:93])[O:94][C:78]([CH3:77])([CH3:69])[CH3:73])[C:9]([NH:68][C:66]1[S:67][C:63]([C:59]2[CH:58]=[C:57]3[C:62](=[CH:61][CH:60]=2)[CH:53]=[N:54][CH:55]=[CH:56]3)=[N:64][N:65]=1)=[O:11])([C:18]([CH3:21])([CH3:19])[CH3:20])([CH3:16])[CH3:17]. Reported procedure: To (2S,3S)-2-(tert-butoxycarbonyl)-4-(tert-butyldimethylsilyloxy)-3-(4-(trifluoromethyl)phenyl)butanoic acid (0.11 g, 0.23 mmol) in 3 mL of DMF was added EDCI (0.065 g, 0.34 mmol) and HOBt (0.062 g, 0.46 mmol). After 10 minutes, 5-(isoquinolin-6-yl)-1,3,4-thiadiazol-2-amine (0.057 g, 0.25 mmol) was added. 5-(isoquinolin-6-yl)-1,3,4-thiadiazol-2-amine was prepared as shown in Scheme 5 using isoquinoline-6-carboxylic acid, commercially available from AstaTech Product List (Order Number 62874), ins...